The task is: describe an organic reaction: reactants, conditions, products, and yield. This data is from the Open Reaction Database (ORD), a public repository of structured organic reaction records. The reactants are CNC=1SC=C(N1)C=1C=NC=CC1 (N-methyl-4-(3-pyridinyl)-2-thiazolamine), BrCCC (1-bromopropane). Procedure details: The procedure described in Example 1 was repeated, using the N-methyl-4-(3-pyridinyl)-2-thiazolamine prepared in Example 14 and an excess of 1-bromopropane as the reactants. The title compound was purified by column chromatography (65% yield) and converted to its HCl salt by the procedure of Example 2. The resulting salt (mp 138° C.) contained 1.25 molecules of HCl and one molecule of water. RXN SMILES: [CH3:1][NH:2][C:3]1[S:4][CH:5]=[C:6]([C:8]2[CH:9]=[N:10][CH:11]=[CH:12][CH:13]=2)[N:7]=1.Br[CH2:15][CH2:16][CH3:17]>>[CH3:1][NH:2][C:3]1[S:4][CH:5]=[C:6]([C:8]2[CH2:9][N:10]([CH2:15][CH2:16][CH3:17])[CH2:11][CH2:12][CH:13]=2)[N:7]=1. The product is CNC=1SC=C(N1)C=1CN(CCC1)CCC (N-Methyl-4-(1,2,5,6-tetrahydro-1-propyl-3-pyridinyl)-2-thiazolamine). The yield is 65.0%. The reactants are OC(C[C@@]1(CCN(C(O1)=O)[C@@H](C)C1=CC=C(C=C1)B1OC(C(O1)(C)C)(C)C)C1=CC=CC=C1)(C)C ((S)-6-(2-hydroxy-2-methylpropyl)-6-phenyl-3-((S)-1-(4-(4,4,5,5-tetramethyl-1,3,2-dioxaborolan-2-yl)phenyl)ethyl)-1,3-oxazinan-2-one), BrC1=CC(=NC(=C1)C)OCC (4-bromo-2-ethoxy-6-methylpyridine). Yields the product C(C)OC1=NC(=CC(=C1)C1=CC=C(C=C1)[C@H](C)N1C(O[C@](CC1)(C1=CC=CC=C1)CC(C)(C)O)=O)C ((S)-3-((S)-1-(4-(2-ethoxy-6-methylpyridin-4-yl)phenyl)ethyl)-6-(2-hydroxy-2-methylpropyl)-6-phenyl-1,3-oxazinan-2-one). RXN SMILES: [OH:1][C:2]([CH3:35])([CH3:34])[CH2:3][C@@:4]1([C:28]2[CH:33]=[CH:32][CH:31]=[CH:30][CH:29]=2)[O:9][C:8](=[O:10])[N:7]([C@H:11]([C:13]2[CH:18]=[CH:17][C:16](B3OC(C)(C)C(C)(C)O3)=[CH:15][CH:14]=2)[CH3:12])[CH2:6][CH2:5]1.Br[C:37]1[CH:42]=[C:41]([CH3:43])[N:40]=[C:39]([O:44][CH2:45][CH3:46])[CH:38]=1>>[CH2:45]([O:44][C:39]1[CH:38]=[C:37]([C:16]2[CH:17]=[CH:18][C:13]([C@@H:11]([N:7]3[CH2:6][CH2:5][C@:4]([CH2:3][C:2]([OH:1])([CH3:35])[CH3:34])([C:28]4[CH:29]=[CH:30][CH:31]=[CH:32][CH:33]=4)[O:9][C:8]3=[O:10])[CH3:12])=[CH:14][CH:15]=2)[CH:42]=[C:41]([CH3:43])[N:40]=1)[CH3:46]. Procedure: The title compound was prepared from (S)-6-(2-hydroxy-2-methylpropyl)-6-phenyl-3-((S)-1-(4-(4,4,5,5-tetramethyl-1,3,2-dioxaborolan-2-yl)phenyl)ethyl)-1,3-oxazinan-2-one and 4-bromo-2-ethoxy-6-methylpyridine following a procedure analogous to that described in Example 1 Step 2. LC-MS Method 2 tR=1.259 min, m/z=489.2; 1H NMR (CDCl3) 1.10 (s, 3H), 1.15 (s, 3H), 1.34 (m, 3H), 1.49 (m, 3H), 2.16 (m, 3H), 2.19 (m, 1H), 2.32 (m, 1H), 2.42 (m, 3H), 2.79 (m, 1H), 4.32 (m, 2H), 5.66 (m, 1H), 6.55 (s, 1H),... The reactants are COC(COC1=CC(=C2C(=N1)SC(=C2N)C(N)=O)C)=O ((3-Amino-2-carbamoyl-4-methyl-thieno[2,3-b]pyridin-6-yloxy)-acetic acid methyl ester), [N+](=O)([O-])C1=CC=C(N)C=C1 (4-nitroaniline). The solvent is O1CCOCC1 (dioxane). Yields the product NC1=C(SC2=NC=CC(=C21)NC2=CC=C(C=C2)[N+](=O)[O-])C(=O)N (3-amino-4-(4-nitro-phenylamino)-thieno[2,3-b]pyridine-2-carboxylic acid amide). Isolated yield 9.9%. As a reaction SMILES: COC(=O)CO[C:6]1[N:11]=[C:10]2[S:12][C:13]([C:16](=[O:18])[NH2:17])=[C:14]([NH2:15])[C:9]2=[C:8](C)[CH:7]=1.[N+:21]([C:24]1[CH:30]=[CH:29][C:27]([NH2:28])=[CH:26][CH:25]=1)([O-:23])=[O:22]>O1CCOCC1>[NH2:15][C:14]1[C:9]2[C:10](=[N:11][CH:6]=[CH:7][C:8]=2[NH:28][C:27]2[CH:29]=[CH:30][C:24]([N+:21]([O-:23])=[O:22])=[CH:25][CH:26]=2)[S:12][C:13]=1[C:16]([NH2:17])=[O:18]. Procedure details: A solution of 20 mg trifluoromethanesulfonic acid 3-amino-2-carbamoyl-thieno[2,3-b]pyridin-4-yl ester (see Example 19) and 40.5 mg 4-nitroaniline in 1 mL of dry dioxane was heated at 95° C. overnight under N2. The reaction was concentrated and applied to a 2 mm silica gel prep plate that was developed twice in 7.5% MeOH—CH2Cl2. The band was eluted with 20% MeOH—CH2Cl2, concentrated in vacuo, re-dissolved in 5% MeOH—CH2Cl2, filtered, concentrated, and dried in vacuo at 60° overnight to get 2.2 mg... The reactants are CC1=CC(=C(C=C1)O)[N+](=O)[O-] (4-methyl-2-nitro-phenol), C(=O)([O-])[O-].[K+].[K+] (K2CO3), C(C=C)Br (allyl bromide). Run in CC(=O)C (acetone). Run at time 8 hour. Product: C(C=C)OC1=C(C=C(C=C1)C)[N+](=O)[O-] (1-(allyloxy)-4-methyl-2-nitrobenzene). Isolated yield 88.2%. Reaction SMILES: [CH3:1][C:2]1[CH:7]=[CH:6][C:5]([OH:8])=[C:4]([N+:9]([O-:11])=[O:10])[CH:3]=1.C([O-])([O-])=O.[K+].[K+].[CH2:18](Br)[CH:19]=[CH2:20]>CC(C)=O>[CH2:20]([O:8][C:5]1[CH:6]=[CH:7][C:2]([CH3:1])=[CH:3][C:4]=1[N+:9]([O-:11])=[O:10])[CH:19]=[CH2:18] |f:1.2.3|. Reported procedure: To a mixture of 4-methyl-2-nitro-phenol (1.50 g, 9.80 mmol) and K2CO3 (2.03 g, 14.7 mmol) in acetone (23 mL) was added allyl bromide (1.24 ml, 14.7 mmol). The reaction mixture was stirred at room temperature overnight. It was then heated at 40° C. for 6 hrs. Inorganic salts were filtered and washed with acetone. The filtrate was concentrated and the residue was purified by flash chromatograph eluting with hexane/EtOAc (95:5) to give 1.67 g (88%) of the desired product. MS (DCI/NH3) m/z: 211.0 (M... Reactants: CCCCO, Cc1cn(-c2cc(C(=O)Nc3ccc(C)c(NC(=O)n4ccc5c(Cl)ncnc54)c3)cc(C(F)(F)F)c2)cn1, CC(=O)Cl, CC(O)c1cccc(N)c1. Yields the product Cc1cn(-c2cc(C(=O)Nc3ccc(C)c(NC(=O)n4ccc5c(Nc6cccc(C(C)O)c6)ncnc54)c3)cc(C(F)(F)F)c2)cn1. RXN SMILES: [CH2:54]([OH:55])[CH2:56][CH2:57][CH3:58].[CH3:1][c:2]1[c:3]([NH:27][C:28](=[O:29])[n:30]2[cH:31][cH:32][c:33]3[c:34]2[n:35][cH:36][n:37][c:38]3[Cl:39])[cH:4][c:5]([NH:8][C:9]([c:10]2[cH:11][c:12](-[n:20]3[cH:21][n:22][c:23]([CH3:25])[cH:24]3)[cH:13][c:14]([C:16]([F:17])([F:18])[F:19])[cH:15]2)=[O:26])[cH:6][cH:7]1.[CH3:40][C:41](=[O:42])[Cl:43].[OH:44][CH:45]([CH3:46])[c:47]1[cH:48][c:49]([NH2:50])[cH:51][cH:52][cH:53]1>>[CH3:1][c:2]1[c:3]([NH:27][C:28](=[O:29])[n:30]2[cH:31][cH:32][c:33]3[c:34]2[n:35][cH:36][n:37][c:38]3[NH:50][c:49]2[cH:48][c:47]([CH:45]([OH:44])[CH3:46])[cH:53][cH:52][cH:51]2)[cH:4][c:5]([NH:8][C:9]([c:10]2[cH:11][c:12](-[n:20]3[cH:21][n:22][c:23]([CH3:25])[cH:24]3)[cH:13][c:14]([C:16]([F:17])([F:18])[F:19])[cH:15]2)=[O:26])[cH:6][cH:7]1. The reactants are FB(F)F, C1CCOC1, O, CC1=CCC2C(C1)c1c(O)cc(C3SCCS3)cc1OC2(C)C. Yields the product CC1=CCC2C(C1)c1c(O)cc(C=O)cc1OC2(C)C. As a reaction SMILES: [F:24][B:25]([F:26])[F:27].[O:29]1[CH2:30][CH2:31][CH2:32][CH2:33]1.[OH2:28].[S:1]1[CH:2]([c:6]2[cH:7][c:8]([OH:23])[c:9]3[c:10]([cH:22]2)[O:11][C:12]([CH3:20])([CH3:21])[CH:13]2[CH:14]3[CH2:15][C:16]([CH3:19])=[CH:17][CH2:18]2)[S:5][CH2:4][CH2:3]1>>[CH:2]([c:6]1[cH:7][c:8]([OH:23])[c:9]2[c:10]([cH:22]1)[O:11][C:12]([CH3:20])([CH3:21])[CH:13]1[CH:14]2[CH2:15][C:16]([CH3:19])=[CH:17][CH2:18]1)=[O:28]. Starting materials: Cc1ccccc1, CNC(Cc1ccccc1)C(=O)NCC(=O)OC. Yields the product CN1C(=O)CNC(=O)C1Cc1ccccc1. As a reaction SMILES: [CH3:19][c:20]1[cH:21][cH:22][cH:23][cH:24][cH:25]1.[CH3:1][O:2][C:3]([CH2:4][NH:5][C:6]([CH:7]([CH2:8][c:9]1[cH:10][cH:11][cH:12][cH:13][cH:14]1)[NH:15][CH3:16])=[O:17])=[O:18]>>[C:3]1(=[O:18])[CH2:4][NH:5][C:6](=[O:17])[CH:7]([CH2:8][c:9]2[cH:10][cH:11][cH:12][cH:13][cH:14]2)[N:15]1[CH3:16]. The reactants are [BH4-], O=C(O)c1ccc(Br)cc1Cl, CN1CCOCC1, [Na+], C1CCOC1, O. The product is OCc1ccc(Br)cc1Cl. As a reaction SMILES: [BH4-:19].[Br:1][c:2]1[cH:3][c:4]([Cl:11])[c:5]([C:6](=[O:7])[OH:8])[cH:9][cH:10]1.[CH3:12][N:13]1[CH2:14][CH2:15][O:16][CH2:17][CH2:18]1.[Na+:20].[O:21]1[CH2:22][CH2:23][CH2:24][CH2:25]1.[OH2:26]>>[Br:1][c:2]1[cH:3][c:4]([Cl:11])[c:5]([CH2:6][OH:7])[cH:9][cH:10]1. Starting materials: [H-].[Al+3].[Li+].[H-].[H-].[H-] (Lithium aluminium hydride), C(C)C=1C=C2CC(CC2=CC1CC)NC(C1=CC=CC=C1)=O (N-(5,6-Diethyl-indan-2-yl)-benzamide), ice water. Run in C1CCOC1 (THF), C1CCOC1 (THF). Reaction conditions: temperature 50 celsius, time 6 hour. Product: C(C1=CC=CC=C1)NC1CC2=CC(=C(C=C2C1)CC)CC (Benzyl-(5,6-diethyl-indan-2-yl)-amine). As a reaction SMILES: [CH2:1]([C:3]1[CH:4]=[C:5]2[C:9](=[CH:10][C:11]=1[CH2:12][CH3:13])[CH2:8][CH:7]([NH:14][C:15](=O)[C:16]1[CH:21]=[CH:20][CH:19]=[CH:18][CH:17]=1)[CH2:6]2)[CH3:2].[H-].[Al+3].[Li+].[H-].[H-].[H-]>C1COCC1>[CH2:15]([NH:14][CH:7]1[CH2:8][C:9]2[C:5](=[CH:4][C:3]([CH2:1][CH3:2])=[C:11]([CH2:12][CH3:13])[CH:10]=2)[CH2:6]1)[C:16]1[CH:17]=[CH:18][CH:19]=[CH:20][CH:21]=1 |f:1.2.3.4.5.6|. Procedure details: N-(5,6-Diethyl-indan-2-yl)-benzamide (3.30 g) is dissolved in dry THF (100 mL). Lithium aluminium hydride, 1M in THF (22.52 ml) is then added dropwise. The reaction mixture is stirred at 50° C. The reaction is shown to be complete by TLC after 6 hours. The reaction mixture is allowed to cool, poured slowly into ice-water (200 mL) and extracted with diethyl ether (2×150 mL). The organic layer is dried over MgSO4, filtered and the solvent is removed in vacuo. The product is not purified further. T... Starting materials: [N-]=[N+]=[N-].[Na+] (NaN3), C(C1=CC=CC=C1)N1C(=CC=C1)C=O (1-benzyl-1H-pyrrole-2-carbaldehyde), TEA, C(C)OC(=O)Cl (ethylchloroformate). Run in O (H2O), O (water), CC(=O)C (acetone). Run at time 2 hour. Yields the product C(C1=CC=CC=C1)N1C(=CC=C1)/C=C/C(=O)N=[N+]=[N-] ((2E)-3-(1-Benzyl-1H-pyrrol-2-yl)acryloyl Azide). Yield: 67.9%. Reaction SMILES: [CH2:1]([N:8]1[CH:12]=[CH:11][CH:10]=[C:9]1[CH:13]=O)[C:2]1[CH:7]=[CH:6][CH:5]=[CH:4][CH:3]=1.[CH2:15]([O:17]C(Cl)=O)[CH3:16].[N-:21]=[N+:22]=[N-:23].[Na+]>CC(C)=O.O>[CH2:1]([N:8]1[CH:12]=[CH:11][CH:10]=[C:9]1/[CH:13]=[CH:16]/[C:15]([N:21]=[N+:22]=[N-:23])=[O:17])[C:2]1[CH:3]=[CH:4][CH:5]=[CH:6][CH:7]=1 |f:2.3|. Procedure: To a mixture of 1-benzyl-1H-pyrrole-2-carbaldehyde (28.4 g, 0.125 mol) and TEA (13.5 mL, 0.187 mol) in acetone (300 mL) was added ethylchloroformate (17.9 mL, 0.87 mol) dropwise. The reaction was stirred for 1.5 h after which NaN3 (13 g, 0.200 mol) in H2O (100 mL) was added. After 2 h, the reaction was diluted with water and left overnight. The acetone was removed and the product was filtered off to afford 21.4 g of a light brown solid. This compound was taken to the next step.